Dataset: the Open Reaction Database (ORD), a public repository of structured organic reaction records. Task: describe an organic reaction: reactants, conditions, products, and yield Reactants: CC(COS(=O)(=O)C1=CC=C(C=C1)C)[C@H]1CC[C@H]2C3=CC=C4C[C@H](C[C@@H]([C@]4(C)[C@H]3CC[C@]12C)OC(=O)OC)OC(=O)OC (20-methyl-1α,3β-bis-(methoxycarbonyloxy)-21-p-toluenesulfonyloxypregna-5,7 -diene), [I-].[Na+] (sodium iodide). Run in CC(=O)C (acetone). The product is ICC([C@H]1CC[C@H]2C3=CC=C4C[C@H](C[C@@H]([C@]4(C)[C@H]3CC[C@]12C)OC(=O)OC)OC(=O)OC)C (21-iodo-20-methyl-1α,3β-bis(methoxycarbonyloxy)-pregna-5,7-diene). Isolated yield 77.2%. Reaction SMILES: [CH3:1][CH:2]([C@@H:15]1[C@:32]2([CH3:33])[C@H:18]([C:19]3[C@H:29]([CH2:30][CH2:31]2)[C@:27]2([CH3:28])[C:22]([CH2:23][C@@H:24]([O:39][C:40]([O:42][CH3:43])=[O:41])[CH2:25][C@@H:26]2[O:34][C:35]([O:37][CH3:38])=[O:36])=[CH:21][CH:20]=3)[CH2:17][CH2:16]1)[CH2:3]OS(C1C=CC(C)=CC=1)(=O)=O.[I-:44].[Na+]>CC(C)=O>[I:44][CH2:3][CH:2]([CH3:1])[C@@H:15]1[C@:32]2([CH3:33])[C@H:18]([C:19]3[C@H:29]([CH2:30][CH2:31]2)[C@:27]2([CH3:28])[C:22]([CH2:23][C@@H:24]([O:39][C:40]([O:42][CH3:43])=[O:41])[CH2:25][C@@H:26]2[O:34][C:35]([O:37][CH3:38])=[O:36])=[CH:21][CH:20]=3)[CH2:17][CH2:16]1 |f:1.2|. Procedure details: To a solution of 53 mg of 20-methyl-1α,3β-bis-(methoxycarbonyloxy)-21-p-toluenesulfonyloxypregna-5,7 -diene in 5 ml of acetone was added 120 mg of sodium iodide and the mixture was heated under reflux for 4 hours. The reaction mixture was cooled, then the acetone was distilled off under reduced pressure, water was added to the residue, and the resulting mixture was extracted with diethyl ether. The extract was washed with water, an aqueous solution of sodium thiosulfate, water, an aqueous soluti... The reactants are [BH4-], CO, COC(=O)c1ccc(-c2ccc(C=O)s2)cc1, ClCCl, [Na+]. The product is COC(=O)c1ccc(-c2ccc(CO)s2)cc1. As a reaction SMILES: [BH4-:1].[CH3:23][OH:24].[CH3:3][O:4][C:5]([c:6]1[cH:7][cH:8][c:9](-[c:12]2[s:13][c:14]([CH:17]=[O:18])[cH:15][cH:16]2)[cH:10][cH:11]1)=[O:19].[Cl:20][CH2:21][Cl:22].[Na+:2]>>[CH3:3][O:4][C:5]([c:6]1[cH:7][cH:8][c:9](-[c:12]2[s:13][c:14]([CH2:17][OH:18])[cH:15][cH:16]2)[cH:10][cH:11]1)=[O:19]. The reactants are CC=1N(C2=C(C=NC=3C=CC=CC23)N1)CCCCC(=O)N1CCOCC1 (2-Methyl-1-(5-morpholin-4-yl-5-oxopentyl)-1H-imidazo[4,5-c]quinoline), C1=CC(=CC(=C1)Cl)C(=O)OO (mCPBA), C1(=CC=CC=C1)S(=O)(=O)Cl (benzenesulfonyl chloride), [OH-].[NH4+] (ammonium hydroxide). Product: CC=1N(C2=C(C(=NC=3C=CC=CC23)N)N1)CCCCC(=O)N1CCOCC1 (2-methyl-1-(5-morpholin-4-yl-5-oxopentyl)-1H-imidazo[4,5-c]quinolin-4-amine). RXN SMILES: [CH3:1][C:2]1[N:3]([CH2:15][CH2:16][CH2:17][CH2:18][C:19]([N:21]2[CH2:26][CH2:25][O:24][CH2:23][CH2:22]2)=[O:20])[C:4]2[C:13]3[CH:12]=[CH:11][CH:10]=[CH:9][C:8]=3[N:7]=[CH:6][C:5]=2[N:14]=1.C1C=C(Cl)C=C(C(OO)=O)C=1.C1(S(Cl)(=O)=O)C=CC=CC=1.[OH-].[NH4+:49]>>[CH3:1][C:2]1[N:3]([CH2:15][CH2:16][CH2:17][CH2:18][C:19]([N:21]2[CH2:26][CH2:25][O:24][CH2:23][CH2:22]2)=[O:20])[C:4]2[C:13]3[CH:12]=[CH:11][CH:10]=[CH:9][C:8]=3[N:7]=[C:6]([NH2:49])[C:5]=2[N:14]=1 |f:3.4|. Procedure details: 2-Methyl-1-(5-morpholin-4-yl-5-oxopentyl)-1H-imidazo[4,5-c]quinoline (8.4 g, 24 mmol) was treated with mCPBA (7.19 g, 41.7 mmol), ammonium hydroxide (40 mL), and benzenesulfonyl chloride (5.93 mL, 46.5 mmol) according to the method described in Part D of Example 36. The crude product was purified by column chromatography on silica gel (eluting with 90:10 dichloromethane:methanol). The resulting product was triturated with 10% aqueous sodium hydroxide, isolated by filtration, washed with water, a... Reactants: COC(=O)Cl, CCN(C(C)C)C(C)C, ClCCl, Cl, COC(=O)C1CCNC(Cc2cc(F)c(F)c(F)c2)C1. The product is COC(=O)C1CCN(C(=O)OC)C(Cc2cc(F)c(F)c(F)c2)C1. Reaction SMILES: [C:31]([O:32][CH3:33])(=[O:34])[Cl:35].[CH:22]([N:23]([CH2:24][CH3:25])[CH:26]([CH3:27])[CH3:28])([CH3:29])[CH3:30].[Cl:36][CH2:37][Cl:38].[ClH:1].[F:2][c:3]1[cH:4][c:5]([CH2:6][CH:7]2[NH:8][CH2:9][CH2:10][CH:11]([C:13](=[O:14])[O:15][CH3:16])[CH2:12]2)[cH:17][c:18]([F:21])[c:19]1[F:20]>>[F:2][c:3]1[cH:4][c:5]([CH2:6][CH:7]2[N:8]([C:31]([O:32][CH3:33])=[O:34])[CH2:9][CH2:10][CH:11]([C:13](=[O:14])[O:15][CH3:16])[CH2:12]2)[cH:17][c:18]([F:21])[c:19]1[F:20]. Reactants: C(=O)(O)C=1C=C(C=CC1Cl)N1N=C(C(NC1=O)=O)C(=O)O (2-(3-carboxy-4-chloro-phenyl)-3,5-dioxo-2,3,4,5-tetrahydro-[1,2,4]-triazine-6-carboxylic acid), ice water. Solvent: SCC(=O)O (mercaptoacetic acid). Reaction conditions: temperature 175 celsius. The product is ClC1=C(C(=O)O)C=C(C=C1)N1N=CC(NC1=O)=O (2-Chloro-5-(3,5-dioxo-4,5-dihydro-3H-[1,2,4]triazin-2-yl)-benzoic Acid). Yield: 71.9%. Reaction SMILES: [C:1]([C:4]1[CH:5]=[C:6]([N:11]2[C:16](=[O:17])[NH:15][C:14](=[O:18])[C:13](C(O)=O)=[N:12]2)[CH:7]=[CH:8][C:9]=1[Cl:10])([OH:3])=[O:2]>SCC(O)=O>[Cl:10][C:9]1[CH:8]=[CH:7][C:6]([N:11]2[C:16](=[O:17])[NH:15][C:14](=[O:18])[CH:13]=[N:12]2)=[CH:5][C:4]=1[C:1]([OH:3])=[O:2]. Procedure: A suspension of 2-(3-carboxy-4-chloro-phenyl)-3,5-dioxo-2,3,4,5-tetrahydro-[1,2,4]-triazine-6-carboxylic acid (3.4 g) in mercaptoacetic acid (2 ml) was stirred at 175° C. After 20 hours the resulting solution was cooled to room temperature during which time a precipitate formed. The mixture was dumped into ice-water, stirred for 30 minutes and filtered to give a yellow solid. The solid was dried under vacuum for 24 hours to give 2.1 g of the title intermediate. Mass spec [M-1] 3:1 ratio of 266.1... The reactants are Cl (hydrochloric acid), C1(=CC=C(C=C1)S(=O)(=O)OCCC1CCCN(C2=C1C=C(C=C2)Cl)C(C2=C(C=C(C=C2)NC(C2=C(C=CC=C2)C)=O)C)=O)C (5-[2-(p-toluenesulfonyloxy)ethyl]-7-chloro-1-[2-methyl-4-(2-methylbenzoylamino)benzoyl]-2,3,4,5-tetrahydro-1H-benzazepine), [I-].[Na+] (sodium iodide), C(C)(=O)N1CCNCC1 (4-acetylpiperazine). Solvent: C(C)OCC (diethyl ether), CN(C=O)C (dimethylformamide). Conditions: time 1 hour. Yields the product Cl.C(C)(=O)N1CCN(CC1)CCC1CCCN(C2=C1C=C(C=C2)Cl)C(C2=C(C=C(C=C2)NC(C2=C(C=CC=C2)C)=O)C)=O (5-[2-(4-acetyl-1-piperazinyl)ethyl]-7-chloro-1-[2-methyl-4-(2-methylbenzoylamino)benzoyl]-2,3,4,5-tetrahydro-1H-benzazepine hydrochloride). Yield: 121.5%. RXN SMILES: C1(C)C=CC(S(O[CH2:11][CH2:12][CH:13]2[C:19]3[CH:20]=[C:21]([Cl:24])[CH:22]=[CH:23][C:18]=3[N:17]([C:25](=[O:43])[C:26]3[CH:31]=[CH:30][C:29]([NH:32][C:33](=[O:41])[C:34]4[CH:39]=[CH:38][CH:37]=[CH:36][C:35]=4[CH3:40])=[CH:28][C:27]=3[CH3:42])[CH2:16][CH2:15][CH2:14]2)(=O)=O)=CC=1.[I-].[Na+].[C:47]([N:50]1[CH2:55][CH2:54][NH:53][CH2:52][CH2:51]1)(=[O:49])[CH3:48].Cl>CN(C)C=O.C(OCC)C>[ClH:24].[C:47]([N:50]1[CH2:55][CH2:54][N:53]([CH2:11][CH2:12][CH:13]2[C:19]3[CH:20]=[C:21]([Cl:24])[CH:22]=[CH:23][C:18]=3[N:17]([C:25](=[O:43])[C:26]3[CH:31]=[CH:30][C:29]([NH:32][C:33](=[O:41])[C:34]4[CH:39]=[CH:38][CH:37]=[CH:36][C:35]=4[CH3:40])=[CH:28][C:27]=3[CH3:42])[CH2:16][CH2:15][CH2:14]2)[CH2:52][CH2:51]1)(=[O:49])[CH3:48] |f:1.2,7.8|. Procedure details: To a solution of 5-[2-(p-toluenesulfonyloxy)ethyl]-7-chloro-1-[2-methyl-4-(2-methylbenzoylamino)benzoyl]-2,3,4,5-tetrahydro-1H-benzazepine (0.25 g) in dry dimethylformamide (20 ml) are added sodium iodide (0.178 g) and 4-acetylpiperazine (0.152 g), and the mixture is stirred at room temperature for one hour. The mixture is heated at 50° C. for 2 hours, and further at 60° C. for 3 hours. To the reaction solution are added 1N-hydrochloric acid and diethyl ether, and the aqueous layer is collected ... The reactants are NC1=C(CO)C=CC=C1 (2-Aminobenzyl alcohol). The reagents and catalysts are [O-2].[O-2].[Mn+4] (manganese dioxide). Solvent: C(Cl)(Cl)Cl (chloroform). The product is NC1=C(C=O)C=CC=C1 (2-aminobenzaldehyde). The yield is 96.6%. Reaction SMILES: [NH2:1][C:2]1[CH:9]=[CH:8][CH:7]=[CH:6][C:3]=1[CH2:4][OH:5]>C(Cl)(Cl)Cl.[O-2].[O-2].[Mn+4]>[NH2:1][C:2]1[CH:9]=[CH:8][CH:7]=[CH:6][C:3]=1[CH:4]=[O:5] |f:2.3.4|. Procedure details: 2-Aminobenzyl alcohol (ex. Aldrich) (2 g) was oxidised with activated manganese dioxide (2.7 g) in chloroform over 20 hours. After filtration and concentration the crude product was purified by column chromatography on silica (ethyl acetate) to give 2-aminobenzaldehyde (1.9 g) as a dark-red oil which was used directly. The latter in xylene (70 ml) was heated under reflux in a Dean-Stark apparatus with ethyl cyanoacetate (3.7 g) (ex. Aldrich) and piperidine (0.8 ml). Upon cooling the 2-hydroxy-3-... Yields the product C=COC(=O)N1CCN(CCC[Si](O[Si](C)(C)C)(O[Si](C)(C)C)O[Si](C)(C)C)CC1. As a reaction SMILES: [CH3:1][Si:2]([O:3][Si:4]([CH2:5][CH2:6][CH2:7][N:8]1[CH2:9][CH2:10][NH:11][CH2:12][CH2:13]1)([O:14][Si:15]([CH3:16])([CH3:17])[CH3:18])[O:19][Si:20]([CH3:21])([CH3:22])[CH3:23])([CH3:24])[CH3:25].[Cl:32][C:33](=[O:34])[O:35][CH:36]=[CH2:37].[cH:26]1[cH:27][cH:28][n:29][cH:30][cH:31]1>>[CH3:1][Si:2]([O:3][Si:4]([CH2:5][CH2:6][CH2:7][N:8]1[CH2:9][CH2:10][N:11]([C:33](=[O:34])[O:35][CH:36]=[CH2:37])[CH2:12][CH2:13]1)([O:14][Si:15]([CH3:16])([CH3:17])[CH3:18])[O:19][Si:20]([CH3:21])([CH3:22])[CH3:23])([CH3:24])[CH3:25]. Reactants: C[Si](C)(C)O[Si](CCCN1CCNCC1)(O[Si](C)(C)C)O[Si](C)(C)C, C=COC(=O)Cl, c1ccncc1.